This data is from the Open Reaction Database (ORD), a public repository of structured organic reaction records. The task is: describe an organic reaction: reactants, conditions, products, and yield Reaction conditions: temperature 20 celsius, time 30 minute. Starting materials: N(=O)[O-].[Na+] (sodium nitrite), ice, C(C)(C)(C)OC(CC(=O)C)=O (acetoacetic acid tert.butyl ester). Procedure details: 592.1 g of acetoacetic acid tert.butyl ester are dissolved in 560 ml of glacial acetic acid. To this solution is added dropwise at 5°-10° C. during 21/2 hours a solution of 290.6 g of sodium nitrite in 655 ml of water. The resulting yellow suspension is stirred for 30 minutes at 20° C., treated with 940 ml of water and stirred for a further 2 hours. The mixture is treated with 900 ml of water and 900 g of ice and extracted in the stirring vessel three times with 1 l of ethyl acetate each time. T... Solvent: O (water), O (water), O (water), C(C)(=O)O (acetic acid). As a reaction SMILES: [C:1]([O:5][C:6](=[O:11])[CH2:7][C:8]([CH3:10])=[O:9])([CH3:4])([CH3:3])[CH3:2].[N:12]([O-])=[O:13].[Na+]>C(O)(=O)C.O>[C:1]([O:5][C:6](=[O:11])/[C:7](=[N:12]\[OH:13])/[C:8](=[O:9])[CH3:10])([CH3:4])([CH3:2])[CH3:3] |f:1.2|. Yields the product C(C)(C)(C)OC(\C(\C(C)=O)=N/O)=O ((Z)-2-hydroxyimino-3-oxo-butyric acid tert-butyl ester). The reactants are C(C)(C)NCC(N1CCCCC1)COC1=CC=CC2=CC=CC=C12 (N-isopropyl-β-[(1-naphthyloxy)methyl]-1-piperidineethanamine), Cl (hydrochloric acid), Cl (hydrochloride). Yields the product C(C)NCC(N1CCCCC1)COC1=CC=CC2=CC=CC=C12 (N-Ethyl-β-[(1-naphthyloxy)methyl]-1-piperidineethanamine). As a reaction SMILES: [CH:1]([NH:4][CH2:5][CH:6]([CH2:13][O:14][C:15]1[C:24]2[C:19](=[CH:20][CH:21]=[CH:22][CH:23]=2)[CH:18]=[CH:17][CH:16]=1)[N:7]1[CH2:12][CH2:11][CH2:10][CH2:9][CH2:8]1)(C)[CH3:2].Cl>>[CH2:1]([NH:4][CH2:5][CH:6]([CH2:13][O:14][C:15]1[C:24]2[C:19](=[CH:20][CH:21]=[CH:22][CH:23]=2)[CH:18]=[CH:17][CH:16]=1)[N:7]1[CH2:12][CH2:11][CH2:10][CH2:9][CH2:8]1)[CH3:2]. Reported procedure: N-isopropyl-β-[(1-naphthyloxy)methyl]-1-piperidineethanamine mmr (CDCl3) δ 1.12 (3, 9H), 1.5 (m, 6H), 2.08 (s, 1H), 2.85 (m, 7H), 4.25 (m, 2) and 6.8 - 8.4 (m, 7H), the corresponding hydrochloric acid addition salt (hydrochloride) of the latter compound has mp 182-184° C., after recrystallization from ethyl acetate-methanol-diethyl ether, Reactants: CC(C)(C(N)=O)C(NC(=O)c1cn(COCC[Si](C)(C)C)c2ncc(C3CC3)nc12)C1CC1, ClCCl, O=C(O)C(F)(F)F. Yields the product CC(C)(C(N)=O)C(NC(=O)c1c[nH]c2ncc(C3CC3)nc12)C1CC1. Reaction SMILES: [C:1]([NH2:2])(=[O:3])[C:4]([CH:5]([CH:6]1[CH2:7][CH2:8]1)[NH:9][C:10](=[O:11])[c:12]1[cH:13][n:14]([CH2:24][O:25][CH2:26][CH2:27][Si:28]([CH3:29])([CH3:30])[CH3:31])[c:15]2[n:16][cH:17][c:18]([CH:21]3[CH2:22][CH2:23]3)[n:19][c:20]12)([CH3:32])[CH3:33].[Cl:41][CH2:42][Cl:43].[F:34][C:35]([F:36])([F:37])[C:38]([OH:39])=[O:40]>>[C:1]([NH2:2])(=[O:3])[C:4]([CH:5]([CH:6]1[CH2:7][CH2:8]1)[NH:9][C:10](=[O:11])[c:12]1[cH:13][nH:14][c:15]2[n:16][cH:17][c:18]([CH:21]3[CH2:22][CH2:23]3)[n:19][c:20]12)([CH3:32])[CH3:33]. Starting materials: C(C=C)OC=1C=C(C(=O)OCC=C)C=CC1N (allyl 3-allyloxy-4-aminobenzoate), CN1CCOCC1 (N-methyl morpholine), CN1CCOCC1 (N-methylmorpholine), C(C(=O)Cl)(=O)Cl (oxalyl chloride), C(C)(=O)S[C@H]1C[C@H](N(C1)C(=O)OCC=C)C(=O)O ((2S,4S)-4-acetylthio-1-allyloxycarbonyl-2-carboxypyrrolidine). The solvent is ClCCl (dichloromethane), ClCCl (dichloromethane), CN(C)C=O (DMF). Reaction conditions: time 30 minute. The product is C[N+](=CCl)C.[Cl-] (Vilsmeier reagent), C(C)(=O)S[C@H]1C[C@H](N(C1)C(=O)OCC=C)C(NC1=C(C=C(C=C1)C(=O)OCC=C)OCC=C)=O ((2S,4S)-4-acetylthio-1-allyloxycarbonyl-2-(4-allyloxycarbonyl-2-allyloxyphenylcarbamoyl)pyrrolidine). RXN SMILES: [C:1]([Cl:6])(=O)C([Cl:4])=O.[C:7]([S:10][C@@H:11]1[CH2:15][N:14]([C:16]([O:18][CH2:19][CH:20]=[CH2:21])=[O:17])[C@H:13]([C:22]([OH:24])=O)[CH2:12]1)(=[O:9])[CH3:8].CN1CCOCC1.[CH2:32]([O:35][C:36]1[CH:37]=[C:38]([CH:45]=[CH:46][C:47]=1[NH2:48])[C:39]([O:41][CH2:42][CH:43]=[CH2:44])=[O:40])[CH:33]=[CH2:34]>ClCCl.CN(C=O)C>[CH3:13][N+:14]([CH3:15])=[CH:1][Cl:6].[Cl-:4].[C:7]([S:10][C@@H:11]1[CH2:15][N:14]([C:16]([O:18][CH2:19][CH:20]=[CH2:21])=[O:17])[C@H:13]([C:22](=[O:24])[NH:48][C:47]2[CH:46]=[CH:45][C:38]([C:39]([O:41][CH2:42][CH:43]=[CH2:44])=[O:40])=[CH:37][C:36]=2[O:35][CH2:32][CH:33]=[CH2:34])[CH2:12]1)(=[O:9])[CH3:8] |f:6.7|. Procedure details: Vilsmeier reagent was prepared by treatment of DMF (0.56 ml, 7.2 mM) in dichloromethane (35 ml) under argon with oxalyl chloride (0.58 ml, 6.6 mM) at -10° for 30 minutes. The (2S,4S)-4-acetylthio-1-allyloxycarbonyl-2-carboxypyrrolidine was added to this in one portion, followed by N-methylmorpholine (0.87 ml, 7.9 mM) and stirring continued for 30 minutes at -10°. After cooling to -20°, allyl 3-allyloxy-4-aminobenzoate (1.54 g, 6.6 mM) plus N-methyl morpholine (0.87 ml, 7.9 mM) dissolved in dichl... Reaction SMILES: Cl.[Cl:2][C:3]1[CH:4]=[C:5]([CH:26]=[C:27]([Cl:29])[CH:28]=1)[CH2:6][N:7]([CH3:25])[C:8]([N:10]1[C@@H:16]([C:17]2[CH:22]=[CH:21][C:20]([F:23])=[CH:19][C:18]=2[CH3:24])[CH2:15][CH2:14][NH:13][CH2:12][CH2:11]1)=[O:9].C=O.[C:32](OC(OC(=O)C)(OC(=O)C)C(O[BH3-])=O)(=O)C.[Na+]>ClCCCl>[Cl:2][C:3]1[CH:4]=[C:5]([CH:26]=[C:27]([Cl:29])[CH:28]=1)[CH2:6][N:7]([CH3:25])[C:8]([N:10]1[C@@H:16]([C:17]2[CH:22]=[CH:21][C:20]([F:23])=[CH:19][C:18]=2[CH3:24])[CH2:15][CH2:14][N:13]([CH3:32])[CH2:12][CH2:11]1)=[O:9] |f:0.1,3.4|. Solvent: ClCCCl (1,2-dichloroethane). Isolated yield 20.6%. The product is ClC=1C=C(CN(C(=O)N2CCN(CC[C@@H]2C2=C(C=C(C=C2)F)C)C)C)C=C(C1)Cl (7-(R)-(4-fluoro-2-methyl-phenyl)-4-methyl-[1,4]-diazepane-1-carboxylic acid, (3,5-dichloro-benzyl)-methylamide). The reactants are Cl.ClC=1C=C(CN(C(=O)N2CCNCC[C@@H]2C2=C(C=C(C=C2)F)C)C)C=C(C1)Cl (7-(R)-(4-Fluoro-2-methyl-phenyl)-[1,4]-diazepane-1-carboxylic acid, (3,5-dichloro-benzyl)-methylamide hydrochloride), C=O (formaldehyde), C(C)(=O)OC(C(=O)O[BH3-])(OC(C)=O)OC(C)=O.[Na+] (sodium triacetoxyacetoxyborohydride). Reported procedure: A mixture of example 6 (51 mg), aqueous formaldehyde (33 μL) and sodium triacetoxyacetoxyborohydride (50 mg) in anhydrous 1,2-dichloroethane (2 mL) was stirred at r.t. overnight. The mixture was washed with water (2 mL) and brine (2 mL) and concentrated in vacuo. The residue was purified by flash chromatography (AcOEt 100%) to give 7-(R)-(4-fluoro-2-methyl-phenyl)-4-methyl-[1,4]-diazepane-1-carboxylic acid, (3,5-dichloro-benzyl)-methylamide (10 mg). Starting materials: FC=1C=C(C=CC1OC)B(O)O (3-fluoro-4-methoxyphenylboronic acid), ClC=1N=NC(=CC1)Cl (3,6-dichloro-pyridazine). Reagents/catalysts: C=1C=CC(=CC1)[P](C=2C=CC=CC2)(C=3C=CC=CC3)[Pd]([P](C=4C=CC=CC4)(C=5C=CC=CC5)C=6C=CC=CC6)([P](C=7C=CC=CC7)(C=8C=CC=CC8)C=9C=CC=CC9)[P](C=1C=CC=CC1)(C=1C=CC=CC1)C=1C=CC=CC1 (Pd(PPh3)4). Solvent: C(=O)([O-])[O-].[Na+].[Na+].CCO.C1(=CC=CC=C1)C (Na2CO3 EtOH toluene), CCOC(=O)C (EtOAc), O (water). Run at temperature 80 celsius. The product is ClC=1N=NC(=CC1)C1=CC(=C(C=C1)OC)F (3-Chloro-6-(3-fluoro-4-methoxy-phenyl)-pyridazine). RXN SMILES: [F:1][C:2]1[CH:3]=[C:4](B(O)O)[CH:5]=[CH:6][C:7]=1[O:8][CH3:9].[Cl:13][C:14]1[N:15]=[N:16][C:17](Cl)=[CH:18][CH:19]=1>C([O-])([O-])=O.[Na+].[Na+].CCO.C1(C)C=CC=CC=1.CCOC(C)=O.O.C1C=CC([P]([Pd]([P](C2C=CC=CC=2)(C2C=CC=CC=2)C2C=CC=CC=2)([P](C2C=CC=CC=2)(C2C=CC=CC=2)C2C=CC=CC=2)[P](C2C=CC=CC=2)(C2C=CC=CC=2)C2C=CC=CC=2)(C2C=CC=CC=2)C2C=CC=CC=2)=CC=1>[Cl:13][C:14]1[N:15]=[N:16][C:17]([C:4]2[CH:5]=[CH:6][C:7]([O:8][CH3:9])=[C:2]([F:1])[CH:3]=2)=[CH:18][CH:19]=1 |f:2.3.4.5.6,^1:47,49,68,87|. Procedure details: A mixture of 3-fluoro-4-methoxyphenylboronic acid (10 g, 0.059 mol) and 3,6-dichloro-pyridazine (8.79 g, 0.059 mol) in 2 M Na2CO3/EtOH/toluene (80 mL/40 mL/200 mL) was bubbled through N2 for 5 min. Cat. Pd(PPh3)4 (3.47 g, 0.003 mol) was added under N2 and the reaction was heated to 80° C. for 16 h. The mixture was diluted with 200 mL of EtOAc and 40 mL of water. The organic phase was separated, washed with 80 mL of brine, dried over Na2SO4 and concentrated in vacuo. The solid obtained was washed...